This data is from the Open Reaction Database (ORD), a public repository of structured organic reaction records. The task is: describe an organic reaction: reactants, conditions, products, and yield Reactants: C(C)(=O)O[C@@H]1[C@]2(C)[C@@H](CC1)[C@@H]1[C@@H](CC3=CC(CC[C@@H]3[C@H]1CC2)=O)CCCCCO[Si](C)(C)C(C)(C)C (17β-acetoxy-7α-(5-tert-butyldimethylsilyloxypentyl)-estr-4-en-3-one), 8, S(O)(O)(=O)=O (sulfuric acid). The solvent is CO (methanol), C(C)OCC (diethyl ether). Yields the product C(C)(=O)O[C@@H]1[C@]2(C)[C@@H](CC1)[C@@H]1[C@@H](CC3=CC(CC[C@@H]3[C@H]1CC2)=O)CCCCCO (17β-acetoxy-7α-(5-hydroxypentyl)-estr-4-en-3-one). Isolated yield 100.8%. Reaction SMILES: [C:1]([O:4][C@H:5]1[CH2:10][CH2:9][C@H:8]2[C@H:11]3[C@H:20]([CH2:21][CH2:22][C@:6]12[CH3:7])[C@@H:19]1[C:14](=[CH:15][C:16](=[O:23])[CH2:17][CH2:18]1)[CH2:13][C@H:12]3[CH2:24][CH2:25][CH2:26][CH2:27][CH2:28][O:29][Si](C(C)(C)C)(C)C)(=[O:3])[CH3:2].S(=O)(=O)(O)O>CO.C(OCC)C>[C:1]([O:4][C@H:5]1[CH2:10][CH2:9][C@H:8]2[C@H:11]3[C@H:20]([CH2:21][CH2:22][C@:6]12[CH3:7])[C@@H:19]1[C:14](=[CH:15][C:16](=[O:23])[CH2:17][CH2:18]1)[CH2:13][C@H:12]3[CH2:24][CH2:25][CH2:26][CH2:27][CH2:28][OH:29])(=[O:3])[CH3:2]. Reported procedure: A solution of 48 g of 17β-acetoxy-7α-(5-tert-butyldimethylsilyloxypentyl)-estr-4-en-3-one in 350 ml of methanol is allowed to stand with 35 ml of 8 vol % sulfuric acid for 30 minutes at room temperature. The solution is diluted with diethyl ether, washed neutral with water, and dried. After the concentration by evaporation, 37.7 g of 17β-acetoxy-7α-(5-hydroxypentyl)-estr-4-en-3-one is obtained as oil.